Task: describe an organic reaction: reactants, conditions, products, and yield. Dataset: the Open Reaction Database (ORD), a public repository of structured organic reaction records The reactants are Clc1ncc(C2CCCCC2)c2ccccc12, [NH2-], N, [Na], C1COCCO1, c1c[nH]cn1. The product is c1ccc2c(-n3ccnc3)ncc(C3CCCCC3)c2c1. As a reaction SMILES: [Cl:9][c:10]1[n:11][cH:12][c:13]([CH:20]2[CH2:21][CH2:22][CH2:23][CH2:24][CH2:25]2)[c:14]2[cH:15][cH:16][cH:17][cH:18][c:19]12.[NH2-:7].[NH3:8].[Na:6].[O:26]1[CH2:27][CH2:28][O:29][CH2:30][CH2:31]1.[nH:1]1[cH:2][n:3][cH:4][cH:5]1>>[n:1]1(-[c:10]2[n:11][cH:12][c:13]([CH:20]3[CH2:21][CH2:22][CH2:23][CH2:24][CH2:25]3)[c:14]3[cH:15][cH:16][cH:17][cH:18][c:19]23)[cH:2][n:3][cH:4][cH:5]1. Reactants: CSc1ccc(-c2nc(SC)c(C#N)c(=O)n2-c2ccc(C)cc2)cc1, CN, CCO. Product: CNc1nc(-c2ccc(SC)cc2)n(-c2ccc(C)cc2)c(=O)c1C#N. As a reaction SMILES: [C:1](#[N:2])[c:3]1[c:4]([S:25][CH3:26])[n:5][c:6](-[c:17]2[cH:18][cH:19][c:20]([S:23][CH3:24])[cH:21][cH:22]2)[n:7](-[c:10]2[cH:11][cH:12][c:13]([CH3:16])[cH:14][cH:15]2)[c:8]1=[O:9].[CH3:27][NH2:28].[CH3:29][CH2:30][OH:31]>>[C:1](#[N:2])[c:3]1[c:4]([NH:28][CH3:27])[n:5][c:6](-[c:17]2[cH:18][cH:19][c:20]([S:23][CH3:24])[cH:21][cH:22]2)[n:7](-[c:10]2[cH:11][cH:12][c:13]([CH3:16])[cH:14][cH:15]2)[c:8]1=[O:9]. The reactants are CCCCN1CCCC1CN, COC(=O)c1cc(S(N)(=O)=O)cc2c1OC(C)C2, O, OCCOCCO. Yields the product CCCCN1CCCC1CNC(=O)c1cc(S(N)(=O)=O)cc2c1OC(C)C2. As a reaction SMILES: [CH2:19]([CH2:20][CH2:21][CH3:22])[N:23]1[CH:24]([CH2:28][NH2:29])[CH2:25][CH2:26][CH2:27]1.[CH3:1][CH:2]1[O:3][c:4]2[c:5]([cH:7][c:8]([S:15]([NH2:16])(=[O:17])=[O:18])[cH:9][c:10]2[C:11]([O:13][CH3:12])=[O:14])[CH2:6]1.[OH2:30].[OH:31][CH2:32][CH2:33][O:34][CH2:35][CH2:36][OH:37]>>[CH3:1][CH:2]1[O:3][c:4]2[c:5]([cH:7][c:8]([S:15]([NH2:16])(=[O:17])=[O:18])[cH:9][c:10]2[C:11](=[O:13])[NH:29][CH2:28][CH:24]2[N:23]([CH2:19][CH2:20][CH2:21][CH3:22])[CH2:27][CH2:26][CH2:25]2)[CH2:6]1. RXN SMILES: [CH2:30]1[O:31][CH2:32][CH2:33][O:34][CH2:35]1.[Cl:1][c:2]1[n:3][cH:4][c:5]([Cl:25])[c:6]([CH:8]([S:9][c:10]2[cH:11][cH:12][c:13]([F:16])[cH:14][cH:15]2)[c:17]2[c:18]([F:24])[cH:19][cH:20][c:21]([F:23])[cH:22]2)[cH:7]1.[NH2:26][CH2:27][CH2:28][OH:29]>>[c:2]1([NH:26][CH2:27][CH2:28][OH:29])[n:3][cH:4][c:5]([Cl:25])[c:6]([CH:8]([S:9][c:10]2[cH:11][cH:12][c:13]([F:16])[cH:14][cH:15]2)[c:17]2[c:18]([F:24])[cH:19][cH:20][c:21]([F:23])[cH:22]2)[cH:7]1. The product is OCCNc1cc(C(Sc2ccc(F)cc2)c2cc(F)ccc2F)c(Cl)cn1. Reactants: C1COCCO1, Fc1ccc(SC(c2cc(F)ccc2F)c2cc(Cl)ncc2Cl)cc1, NCCO. Reactants: C1(CCCCC1)/C=C/C=1C=NC=C(C=O)C1 ((E)-5-(2-cyclohexylvinyl)nicotinaldehyde), CC#N (CH3CN). The product is C1(CCCCC1)/C=C/C=1C=C(C=NC1)C(CC#N)O ((E)-3-(5-(2-cyclohexylvinyl)pyridin-3-yl)-3-hydroxypropanenitrile). As a reaction SMILES: [CH:1]1(/[CH:7]=[CH:8]/[C:9]2[CH:10]=[N:11][CH:12]=[C:13]([CH:16]=2)[CH:14]=[O:15])[CH2:6][CH2:5][CH2:4][CH2:3][CH2:2]1.[CH3:17][C:18]#[N:19]>>[CH:1]1(/[CH:7]=[CH:8]/[C:9]2[CH:16]=[C:13]([CH:14]([OH:15])[CH2:17][C:18]#[N:19])[CH:12]=[N:11][CH:10]=2)[CH2:6][CH2:5][CH2:4][CH2:3][CH2:2]1. Reported procedure: Addition of CH3CN to (E)-5-(2-cyclohexylvinyl)nicotinaldehyde following the method used in Example 3 gave (E)-3-(5-(2-cyclohexylvinyl)pyridin-3-yl)-3-hydroxypropanenitrile as a yellow oil. Yield (0.9 g, 95%); 1H NMR (400 MHz, CDCl3) δ 8.43 (s, 1H), 8.41 (s, 1H), 7.93 (s, 1H), 6.42 (s, 2H), 5.05 (t, J=5.6 Hz, 1H), 2.98-2.82 (m, 2H), 2.24-2.12 (m, 1H), 1.88-1.66 (m, 5H), 1.42-1.18 (m, 5H).